This data is from the Open Reaction Database (ORD), a public repository of structured organic reaction records. The task is: describe an organic reaction: reactants, conditions, products, and yield The reactants are C([O-])([O-])=O.[K+].[K+] (potassium carbonate), C(C)(=O)N(CCCl)CC1=CC=CC=2C(C(=C(OC21)C2=CC=CC=C2)C)=O (8-[N-acetyl-N-(2-chloroethyl)-aminomethyl]-3-methyl-4-oxo-2-phenyl-4H-1-benzopyran), COC1=C(C=CC=C1)N1CCNCC1 (1-(2-methoxyphenyl)-piperazine), O (water). The solvent is CN(C=O)C (dimethylformamide). Reaction conditions: temperature 95 celsius, time 2 hour. Yields the product Cl.C(C)(=O)N(CCN1CCN(CC1)C1=C(C=CC=C1)OC)CC1=CC=CC=2C(C(=C(OC21)C2=CC=CC=C2)C)=O (8-{N-acetyl-2-[4-(2-methoxyphenyl)-1-piperazinyl]-ethylaminomethyl}-3-methyl-4-oxo-2-phenyl-4H-1-benzopyran hydrochloride). Isolated yield 57.9%. As a reaction SMILES: [C:1]([N:4]([CH2:8][C:9]1[C:18]2[O:17][C:16]([C:19]3[CH:24]=[CH:23][CH:22]=[CH:21][CH:20]=3)=[C:15]([CH3:25])[C:14](=[O:26])[C:13]=2[CH:12]=[CH:11][CH:10]=1)[CH2:5][CH2:6][Cl:7])(=[O:3])[CH3:2].[CH3:27][O:28][C:29]1[CH:34]=[CH:33][CH:32]=[CH:31][C:30]=1[N:35]1[CH2:40][CH2:39][NH:38][CH2:37][CH2:36]1.O.C(=O)([O-])[O-].[K+].[K+]>CN(C)C=O>[ClH:7].[C:1]([N:4]([CH2:8][C:9]1[C:18]2[O:17][C:16]([C:19]3[CH:24]=[CH:23][CH:22]=[CH:21][CH:20]=3)=[C:15]([CH3:25])[C:14](=[O:26])[C:13]=2[CH:12]=[CH:11][CH:10]=1)[CH2:5][CH2:6][N:38]1[CH2:37][CH2:36][N:35]([C:30]2[CH:31]=[CH:32][CH:33]=[CH:34][C:29]=2[O:28][CH3:27])[CH2:40][CH2:39]1)(=[O:3])[CH3:2] |f:3.4.5,7.8|. Procedure details: A mixture of 5 g of Intermediate XXXIII and 5.3 g of 1-(2-methoxyphenyl)-piperazine in 75 ml of dimethylformamide was stirred at 95° C. for 2 hours. After cooling to 20°-25° C., the reaction mixture was poured into 200 ml of water, made alkaline with potassium carbonate and extracted with ethyl acetate. The organic phase was washed with water and dried on anhydrous sodium sulfate. The solvent was removed in vacuo. The residue was purified by flash chromatography on silica gel, eluting with dichl... Starting materials: C1(=CC=CC=C1)C=1C=NC=2C=CC=C(C2C1)C=O (3-phenylquinoline-5-aldehyde), C(CC(=O)C)(=O)OC (methyl acetoacetate), N\C(=C/C#N)\C (3-aminocrotononitrile). Solvent: C(C)O (ethanol). Product: CC=1NC(=C(C(C1C(=O)OC)C1=C2C=C(C=NC2=CC=C1)C1=CC=CC=C1)C#N)C (1,4-Dihydro-2,6-dimethyl-3-methoxycarbonyl-4-(3-phenylquinolin-5-yl)-pyridine-5-carbonitrile). Reaction SMILES: [C:1]1([C:7]2[CH:8]=[N:9][C:10]3[CH:11]=[CH:12][CH:13]=[C:14]([CH:17]=O)[C:15]=3[CH:16]=2)[CH:6]=[CH:5][CH:4]=[CH:3][CH:2]=1.[C:19]([O:25][CH3:26])(=[O:24])[CH2:20][C:21]([CH3:23])=O.[NH2:27]/[C:28](/[CH3:32])=[CH:29]\[C:30]#[N:31]>C(O)C>[CH3:23][C:21]1[NH:27][C:28]([CH3:32])=[C:29]([C:30]#[N:31])[CH:17]([C:14]2[CH:13]=[CH:12][CH:11]=[C:10]3[C:15]=2[CH:16]=[C:7]([C:1]2[CH:6]=[CH:5][CH:4]=[CH:3][CH:2]=2)[CH:8]=[N:9]3)[C:20]=1[C:19]([O:25][CH3:26])=[O:24]. Procedure: 0.7 g (3 mmol) of 3-phenylquinoline-5-aldehyde in 6 ml of ethanol are boiled with 0.35 g (3 mmol) of methyl acetoacetate and 0.25 g (3 mmol) of 3-aminocrotononitrile for 24 hours. The mixture is cooled and concentrated. The evaporation residue is purified by means of a silica gel column using toluene/ethyl acetate mixtures. The clean fractions are combined and concentrated. 0.5 g of colorless substance of melting point 242° C. are obtained by crystallization from isopropanol. Reactants: NCC(C1=C(C=CC=C1)F)C1=CNC2=CC(=CC=C12)C(=O)N1CCOCC1 ((3-(2-amino-1-(2-fluorophenyl)ethyl)-1H-indol-6-yl)(morpholino)methanone), O=CC(=O)OCC.C1(=CC=CC=C1)C (ethyl 2-oxoacetate toluene), Cl.O1CCOCC1 (HCl dioxane). Reagents/catalysts: [Pd] (Pd/C). Run in C1(=CC=CC=C1)C (toluene), O1CCOCC1 (1,4-dioxane). Run at time 8 hour. Product: FC1=C(C=CC=C1)C1=CN=C(C=2NC3=CC(=CC=C3C21)C(=O)N2CCOCC2)C(=O)OCC (Ethyl 4-(2-fluorophenyl)-7-(morpholine-4-carbonyl)-9H-pyrido[3,4-b]indole-1-carboxylate). Yield: 17.9%. RXN SMILES: [NH2:1][CH2:2][CH:3]([C:11]1[C:19]2[C:14](=[CH:15][C:16]([C:20]([N:22]3[CH2:27][CH2:26][O:25][CH2:24][CH2:23]3)=[O:21])=[CH:17][CH:18]=2)[NH:13][CH:12]=1)[C:4]1[CH:9]=[CH:8][CH:7]=[CH:6][C:5]=1[F:10].O=[CH:29][C:30]([O:32][CH2:33][CH3:34])=[O:31].C1(C)C=CC=CC=1.Cl.O1CCOCC1>O1CCOCC1.C1(C)C=CC=CC=1.[Pd]>[F:10][C:5]1[CH:6]=[CH:7][CH:8]=[CH:9][C:4]=1[C:3]1[C:11]2[C:19]3[C:14](=[CH:15][C:16]([C:20]([N:22]4[CH2:23][CH2:24][O:25][CH2:26][CH2:27]4)=[O:21])=[CH:17][CH:18]=3)[NH:13][C:12]=2[C:29]([C:30]([O:32][CH2:33][CH3:34])=[O:31])=[N:1][CH:2]=1 |f:1.2,3.4|. Procedure: To a yellow, homogeneous solution of (3-(2-amino-1-(2-fluorophenyl)ethyl)-1H-indol-6-yl)(morpholino)methanone (0.270 g, 0.736 mmol) and 50% ethyl 2-oxoacetate/toluene (0.321 mL, 1.619 mmol) in 1,4-dioxane (30 mL) was added 4 N HCl/dioxane (0.368 mL, 1.472 mmol) under nitrogen, and the reaction was stirred overnight. The reaction was concentrated in vacuo, diluted with water and basified to pH ˜10 (by litmus paper) with NaHCO3. This was extracted with EtOAc (3×), and the organic layers were combi... As a reaction SMILES: [BH4-:14].[Br:1][c:2]1[c:3]([OH:13])[c:4]([C:10]([CH3:11])=[O:12])[cH:5][cH:6][c:7]1[O:8][CH3:9].[ClH:17].[Na+:15].[O:18]1[CH2:19][CH2:20][CH2:21][CH2:22]1.[OH2:16]>>[Br:1][c:2]1[c:3]([OH:13])[c:4]([CH:10]([CH3:11])[OH:12])[cH:5][cH:6][c:7]1[O:8][CH3:9]. Reactants: [BH4-], COc1ccc(C(C)=O)c(O)c1Br, Cl, [Na+], C1CCOC1, O. Yields the product COc1ccc(C(C)O)c(O)c1Br. Reactants: CCCCOc1c(C(=O)O)n(CC2CC2)c(=O)c2ccc(Br)cc12, CN(C)C=O, COCCOC, O=C(Cl)C(=O)Cl, Cl, C1CCOC1. Yields the product CCCCOc1c(CO)n(CC2CC2)c(=O)c2ccc(Br)cc12. As a reaction SMILES: [Br:1][c:2]1[cH:3][c:4]2[c:5]([O:20][CH2:21][CH2:22][CH2:23][CH3:24])[c:6]([C:17](=[O:18])[OH:19])[n:7]([CH2:13][CH:14]3[CH2:15][CH2:16]3)[c:8](=[O:12])[c:9]2[cH:10][cH:11]1.[CH3:31][N:32]([CH3:33])[CH:34]=[O:35].[CH3:42][O:43][CH2:44][CH2:45][O:46][CH3:47].[Cl:25][C:26]([C:27]([Cl:28])=[O:29])=[O:30].[ClH:36].[O:37]1[CH2:38][CH2:39][CH2:40][CH2:41]1>>[Br:1][c:2]1[cH:3][c:4]2[c:5]([O:20][CH2:21][CH2:22][CH2:23][CH3:24])[c:6]([CH2:17][OH:18])[n:7]([CH2:13][CH:14]3[CH2:15][CH2:16]3)[c:8](=[O:12])[c:9]2[cH:10][cH:11]1. The yield is 81.5%. The reagents and catalysts are catalyst, [Pd] (palladium). Run in C(C)(C)O (isopropanol). The product is C(C)(C)(C)C1C(CCCC1)OCC(CC)O (1-(2-t-butylcyclohexyloxy)-2-butanol). RXN SMILES: [C:1]([CH:5]1[CH2:16][CH2:15][CH2:14][CH2:13][C:6]21[O:10][CH:9]([CH2:11][CH3:12])[CH2:8][O:7]2)([CH3:4])([CH3:3])[CH3:2].C(C1CCCCC1=O)(C)(C)C.C(O)C(O)CC>[Pd].C(O)(C)C>[C:1]([CH:5]1[CH2:16][CH2:15][CH2:14][CH2:13][CH:6]1[O:7][CH2:8][CH:9]([OH:10])[CH2:11][CH3:12])([CH3:4])([CH3:3])[CH3:2]. Procedure: A 500 ml capacity autoclave was charged with 30 g (0.13 mol) of 6-t-butyl-2-ethyl-1,4-dioxaspiro[4.5]decane which has been prepared from 2-t-butylcyclohexanone and 1,2-butanediol, 150 g of isopropanol and 0.3 g of a catalyst of 5% palladium supported on active carbon (pH=7.6). The reaction was carried out under a hydrogen pressure of 70 kg/cm2 and at a temperature of 190° C. for 20 hours until completion of the absorption of hydrogen. After the reaction, the catalyst was removed by filtration an... Reactants: C(C)(C)(C)C1C2(OCC(O2)CC)CCCC1 (6-t-butyl-2-ethyl-1,4-dioxaspiro[4.5]decane), C(C)(C)(C)C1C(CCCC1)=O (2-t-butylcyclohexanone), C(C(CC)O)O (1,2-butanediol).